Dataset: the Open Reaction Database (ORD), a public repository of structured organic reaction records. Task: describe an organic reaction: reactants, conditions, products, and yield Reactants: CNOC, C(=NC1CCCCC1)=NC1CCCCC1, CCN(C(C)C)C(C)C, ClCCl, Cl, C=C(C(=O)O)C(F)(F)F. The product is C=C(C(=O)N(C)OC)C(F)(F)F. Reaction SMILES: [CH3:2][NH:3][O:4][CH3:5].[CH:24]1([N:25]=[C:26]=[N:27][CH:28]2[CH2:29][CH2:30][CH2:31][CH2:32][CH2:33]2)[CH2:34][CH2:35][CH2:36][CH2:37][CH2:38]1.[CH:6]([N:7]([CH2:8][CH3:9])[CH:10]([CH3:11])[CH3:12])([CH3:13])[CH3:14].[Cl:39][CH2:40][Cl:41].[ClH:1].[F:15][C:16]([C:17]([C:18](=[O:19])[OH:20])=[CH2:21])([F:22])[F:23]>>[CH3:2][N:3]([O:4][CH3:5])[C:18]([C:17]([C:16]([F:15])([F:22])[F:23])=[CH2:21])=[O:19]. Reactants: OS(=O)(=O)[O-].[K+] (KHSO4), O (water), O.[OH-].[Li+] (lithium hydroxide monohydrate), COC(CN(C1=CC(=C(C=C1)F)F)C(=O)OC(C)(C)C)=O ([tert-butoxycarbonyl-(3,4-difluorophenyl)-amino]-acetic acid methyl ester). The solvent is O1CCCC1 (tetrahydrofuran), O1CCCC1 (tetrahydrofuran). The product is C(C)(C)(C)OC(=O)N(C1=CC(=C(C=C1)F)F)CC(=O)O ([tert-Butoxycarbonyl-(3,4-difluorophenyl)-amino]-acetic acid). Yield: 87.8%. Reaction SMILES: C[O:2][C:3](=[O:21])[CH2:4][N:5]([C:14]([O:16][C:17]([CH3:20])([CH3:19])[CH3:18])=[O:15])[C:6]1[CH:11]=[CH:10][C:9]([F:12])=[C:8]([F:13])[CH:7]=1.O.O.[OH-].[Li+].OS([O-])(=O)=O.[K+]>O1CCCC1>[C:17]([O:16][C:14]([N:5]([CH2:4][C:3]([OH:21])=[O:2])[C:6]1[CH:11]=[CH:10][C:9]([F:12])=[C:8]([F:13])[CH:7]=1)=[O:15])([CH3:20])([CH3:18])[CH3:19] |f:2.3.4,5.6|. Reported procedure: To a solution of [tert-butoxycarbonyl-(3,4-difluorophenyl)-amino]-acetic acid methyl ester (14.7 g) in tetrahydrofuran (100 ml) was added water (100 ml) and lithium hydroxide monohydrate (6.2 g) and reaction mixture stirred at room temperature over-night before removal of tetrahydrofuran at reduced pressure. Residue was acidified to pH 4 by addition of KHSO4 (10% solution in water) and extracted with ethyl acetate. Organic extracts combined, dried (Na2SO4) and concentrated to leave the sub-title...